This data is from the Open Reaction Database (ORD), a public repository of structured organic reaction records. The task is: describe an organic reaction: reactants, conditions, products, and yield Starting materials: CNC1=CC=C(C=C)C=C1 (4-methylaminostyrene), OCCOC1=NC=C(C=C1Br)I (2-Hydroxyethoxy-3-bromo-5-iodopyridine). The product is BrC=1C=C(C=NC1OCCO)\C=C\C1=CC=C(C=C1)NC ((E)-[5-Bromo-6-(2-hydroxyethoxy)pyridin-3-yl]-2-(4-methylaminophenyl)-ethylene). RXN SMILES: [CH3:1][NH:2][C:3]1[CH:10]=[CH:9][C:6]([CH:7]=[CH2:8])=[CH:5][CH:4]=1.[OH:11][CH2:12][CH2:13][O:14][C:15]1[C:20]([Br:21])=[CH:19][C:18](I)=[CH:17][N:16]=1>>[Br:21][C:20]1[CH:19]=[C:18](/[CH:8]=[CH:7]/[C:6]2[CH:9]=[CH:10][C:3]([NH:2][CH3:1])=[CH:4][CH:5]=2)[CH:17]=[N:16][C:15]=1[O:14][CH2:13][CH2:12][OH:11]. Reported procedure: Compound 14b was prepared from 4-methylaminostyrene (0.140 g, 1.05 mmol) and 9b (0.241 g, 0.7 mmol) as a light yellow viscous liquid (0.149 g, 61% yield). 1H NMR δ 8.07 (d, 1H, J=2.1 Hz), 8.03 (d, 1H, J=2.1 Hz), 7.35 (d, 2H, J=8.6 Hz), 6.93 (d, 1H, J=16.3 Hz), 6.74 (d, 1H, J=16.3 Hz), 6.61 (d, 2H, J=8.6 Hz), 4.57-4.52 (m, 2H), 3.99 (br s, 2H), 3.18 (br s, 1H), 2.88 (s, 3H). 13C NMR δ 149.6, 143.3, 138.5, 130.1, 130.0, 128.0, 126.0, 118.6, 112.6, 107.7, 69.8, 62.2, 30.7. HRMS calcd for C17H19BrN2... The reactants are BrC=1C=C(SC1C1=CC=C(C=C1)OC)C1=CC=C(C#N)C=C1 (4-(4-bromo-5-(4-methoxyphenyl)thiophen-2-yl)benzonitrile), [Li]CCCC.CCCCCC (n-BuLi hexane), FC1(C(C(C(=C1F)F)(F)F)(F)F)F (octafluorocyclopentene). Run in C1CCOC1 (THF). Run at temperature -50 celsius, time 15 minute. Yields the product COC1=CC=C(C=C1)C1=C(C=C(S1)C1=CC=C(C#N)C=C1)C1=C(C(C(C1(F)F)(F)F)(F)F)F (4-(5-(4-methoxyphenyl)-4-(perfluorocyclopent-1-en-1-yl)thiophen-2-yl)benzonitrile). The yield is 61.3%. As a reaction SMILES: Br[C:2]1[CH:3]=[C:4]([C:15]2[CH:22]=[CH:21][C:18]([C:19]#[N:20])=[CH:17][CH:16]=2)[S:5][C:6]=1[C:7]1[CH:12]=[CH:11][C:10]([O:13][CH3:14])=[CH:9][CH:8]=1.[Li]CCCC.CCCCCC.[F:34][C:35]1([F:46])[C:39]([F:40])=[C:38](F)[C:37]([F:43])([F:42])[C:36]1([F:45])[F:44]>C1COCC1>[CH3:14][O:13][C:10]1[CH:11]=[CH:12][C:7]([C:6]2[S:5][C:4]([C:15]3[CH:22]=[CH:21][C:18]([C:19]#[N:20])=[CH:17][CH:16]=3)=[CH:3][C:2]=2[C:38]2[C:37]([F:43])([F:42])[C:36]([F:44])([F:45])[C:35]([F:34])([F:46])[C:39]=2[F:40])=[CH:8][CH:9]=1 |f:1.2|. Procedure details: To a solution of (57) (5.0 g, 13.50 mmol) in dry THF (300 mL) was slowly added n-BuLi hexane solution (2.0 M, 7.43 mL, 14.85 mmol) at −50° C. under an argon atmosphere. The solution was stirred for 15 minutes at −50° C. After the addition of octafluorocyclopentene (5.44 mL, 40.5 mmol), the reaction mixture was stirred for 2 h. The reaction was quenched by the addition of methanol and warmed to RT. The solvents were removed by rotary evaporation and flash chromatography (10% EtOAc in hexanes) aff... The product is Nc1nc(C(=NOCF)C(=O)Cl)ns1. Reactants: CN(C)C=O, O=C(Cl)C(=O)Cl, Nc1nc(C(=NOCF)C(=O)O)ns1, C1CCOC1, O. RXN SMILES: [CH3:21][N:22]([CH3:23])[CH:24]=[O:25].[Cl:15][C:16]([C:17]([Cl:18])=[O:19])=[O:20].[NH2:1][c:2]1[n:3][c:4]([C:7]([C:8](=[O:9])[OH:10])=[N:11][O:12][CH2:13][F:14])[n:5][s:6]1.[O:27]1[CH2:28][CH2:29][CH2:30][CH2:31]1.[OH2:26]>>[NH2:1][c:2]1[n:3][c:4]([C:7]([C:8](=[O:9])[Cl:15])=[N:11][O:12][CH2:13][F:14])[n:5][s:6]1. Starting materials: C1CC(=O)N(C1=O)Br (NBS), FC1=C(C=CC(=C1)F)[C@@]12N=C(SC[C@@H]1[C@H](OC2)C)NC(C2=CC=CC=C2)=O (N-((4aS*,5R*,7aS*)-7a-(2,4-Difluorophenyl)-5-methyl-4a,5,7,7a-tetrahydro-4H-furo[3,4-d][1,3]thiazin-2-yl)benzamide), C(=O)(C(F)(F)F)O (TFA), [OH-].[Na+] (NaOH), S(O)(O)(=O)=O (sulfuric acid). Conditions: temperature 60 celsius, time 1 hour. Product: BrC=1C(=CC(=C(C1)[C@@]12N=C(SC[C@@H]1[C@H](OC2)C)NC(C2=CC=CC=C2)=O)F)F (N-((4aS*,5R*,7aS*)-7a-(5-Bromo-2,4-difluorophenyl)-5-methyl-4a,5,7,7a-tetrahydro-4H-furo[3,4-d][1,3]thiazin-2-yl)benzamide). Reaction SMILES: [F:1][C:2]1[CH:7]=[C:6]([F:8])[CH:5]=[CH:4][C:3]=1[C@:9]12[CH2:17][O:16][C@H:15]([CH3:18])[C@H:14]1[CH2:13][S:12][C:11]([NH:19][C:20](=[O:27])[C:21]1[CH:26]=[CH:25][CH:24]=[CH:23][CH:22]=1)=[N:10]2.C(O)(C(F)(F)F)=O.S(=O)(=O)(O)O.C1C(=O)N([Br:47])C(=O)C1.[OH-].[Na+]>>[Br:47][C:5]1[C:6]([F:8])=[CH:7][C:2]([F:1])=[C:3]([C@:9]23[CH2:17][O:16][C@H:15]([CH3:18])[C@H:14]2[CH2:13][S:12][C:11]([NH:19][C:20](=[O:27])[C:21]2[CH:22]=[CH:23][CH:24]=[CH:25][CH:26]=2)=[N:10]3)[CH:4]=1 |f:4.5|. Procedure: N-((4aS*,5R*,7aS*)-7a-(2,4-Difluorophenyl)-5-methyl-4a,5,7,7a-tetrahydro-4H-furo[3,4-d][1,3]thiazin-2-yl)benzamide (95 mg, 0.24 mmol) was dissolved in TFA (218 μL, 2.93 mmol) and sulfuric acid (78.2 μl, 1.47 mmol). NBS (39 mg, 0.22 mmol) was added and the reaction was stirred at 60° C. for 1 hour. The reaction mixture was cooled to room temperature, neutralized with 2N NaOH and extracted with EtOAc (×3). The combined organics were dried and concentrated in vacuo. The residue was purified by colu... Reactants: COCC(CCOC)N (1-methoxymethyl-3-methoxypropylamine), ClC1=C(C(NC(=C1)C)=O)[N+](=O)[O-] (4-chloro-6-methyl-3-nitropyridone), C(C)(C)N(CC)C(C)C (diisopropyl- ethylamine). Run in C(Cl)Cl (CH2Cl2), CC#N (CH3CN). Reaction conditions: temperature 25 celsius, time 16 hour. Product: CC1=CC(=C(C(N1)=O)[N+](=O)[O-])N[C@@H](CCOC)COC ((S)-6-Methyl-3-nitro-4-(1-methoxymethyl-3-methoxypropylamino) pyridone). RXN SMILES: [CH3:1][O:2][CH2:3][CH:4]([NH2:9])[CH2:5][CH2:6][O:7][CH3:8].Cl[C:11]1[CH:16]=[C:15]([CH3:17])[NH:14][C:13](=[O:18])[C:12]=1[N+:19]([O-:21])=[O:20].C(N(C(C)C)CC)(C)C>CC#N.C(Cl)Cl>[CH3:17][C:15]1[NH:14][C:13](=[O:18])[C:12]([N+:19]([O-:21])=[O:20])=[C:11]([NH:9][C@H:4]([CH2:3][O:2][CH3:1])[CH2:5][CH2:6][O:7][CH3:8])[CH:16]=1. Procedure details: 1-methoxymethyl-3-methoxypropylamine (4.19 g, 22.3 mmol), and 4-chloro-6-methyl-3-nitropyridone (3.87 g, 22.3 mmol) were mixed in CH3CN (70 mL) and diisopropyl- ethylamine (9.4 mL, 53.6 mmol) was added. The reaction was stirred at 25° C. for 16 h and at reflux for 2.5 h. The solvent was stripped off and the residue was dissolved in CH2Cl2 (150 mL) and the CH2Cl2 was washed with water (80 mL). The water was extracted with CH2Cl2 (50 mL) and the combined organic extracts were dried (MgSO4) and str...